describe an organic reaction: reactants, conditions, products, and yield From a dataset of the Open Reaction Database (ORD), a public repository of structured organic reaction records. Starting materials: BrC=1C(=CC2=C(OCO2)C1)C=O (6-bromobenzo[d][1,3]dioxole-5-carbaldehyde), ClC1=CC=C(C=C1)B(O)O (4-chlorophenylboronic acid), C(=O)([O-])[O-].[Na+].[Na+] (Na2CO3). The reagents and catalysts are C=1C=CC(=CC1)[P](C=2C=CC=CC2)(C=3C=CC=CC3)[Pd]([P](C=4C=CC=CC4)(C=5C=CC=CC5)C=6C=CC=CC6)([P](C=7C=CC=CC7)(C=8C=CC=CC8)C=9C=CC=CC9)[P](C=1C=CC=CC1)(C=1C=CC=CC1)C=1C=CC=CC1 (tetrakis(triphenylphosphine)palladium(0)). Run in C1(=CC=CC=C1)C (toluene), CO (methanol), CCOCC (ether). Product: ClC1=CC=C(C=C1)C=1C(=CC2=C(OCO2)C1)C=O (6-(4-chlorophenyl)benzo[d][1,3]dioxole-5-carbaldehyde). Reaction SMILES: Br[C:2]1[C:3]([CH:11]=[O:12])=[CH:4][C:5]2[O:9][CH2:8][O:7][C:6]=2[CH:10]=1.[Cl:13][C:14]1[CH:19]=[CH:18][C:17](B(O)O)=[CH:16][CH:15]=1.C([O-])([O-])=O.[Na+].[Na+]>C1(C)C=CC=CC=1.CO.CCOCC.C1C=CC([P]([Pd]([P](C2C=CC=CC=2)(C2C=CC=CC=2)C2C=CC=CC=2)([P](C2C=CC=CC=2)(C2C=CC=CC=2)C2C=CC=CC=2)[P](C2C=CC=CC=2)(C2C=CC=CC=2)C2C=CC=CC=2)(C2C=CC=CC=2)C2C=CC=CC=2)=CC=1>[Cl:13][C:14]1[CH:19]=[CH:18][C:17]([C:2]2[C:3]([CH:11]=[O:12])=[CH:4][C:5]3[O:9][CH2:8][O:7][C:6]=3[CH:10]=2)=[CH:16][CH:15]=1 |f:2.3.4,^1:46,48,67,86|. Reported procedure: To a solution of 6-bromobenzo[d][1,3]dioxole-5-carbaldehyde (4.6 g), 4-chlorophenylboronic acid (3.78 g) and tetrakis(triphenylphosphine)palladium(0) (0.232 g) in toluene (80 mL) and methanol (30 mL) was added 2N aqueous Na2CO3 (30 mL). The mixture was stirred at reflux overnight. The mixture was diluted with ether (400 mL) and washed with water, brine and dried over Na2SO4. After filtration and concentration of the solvent, the residue was loaded on a column and eluted with 3% ethyl acetate in ... Starting materials: CNC1CCCCC1NC, CS(C)=O, [Cu]I, O=C1C(C2=NS(=O)(=O)c3cc(I)ccc3N2)=C(O)C2C3CCC(C3)C2N1Cc1ccc(F)cc1, [N-]=[N+]=[N-], [Na+], O. The product is [N-]=[N+]=Nc1ccc2c(c1)S(=O)(=O)N=C(C1=C(O)C3C4CCC(C4)C3N(Cc3ccc(F)cc3)C1=O)N2. As a reaction SMILES: [CH3:39][NH:40][CH:41]1[CH2:42][CH2:43][CH2:44][CH2:45][CH:46]1[NH:47][CH3:48].[CH3:49][S:50](=[O:51])[CH3:52].[Cu:54][I:55].[F:1][c:2]1[cH:3][cH:4][c:5]([CH2:6][N:7]2[CH:8]3[CH:9]4[CH2:10][CH2:11][CH:12]([CH:13]3[C:14]([OH:31])=[C:15]([C:18]3=[N:19][S:20](=[O:29])(=[O:30])[c:21]5[c:22]([cH:24][cH:25][c:26]([I:28])[cH:27]5)[NH:23]3)[C:16]2=[O:17])[CH2:32]4)[cH:33][cH:34]1.[N-:36]=[N+:37]=[N-:38].[Na+:35].[OH2:53]>>[F:1][c:2]1[cH:3][cH:4][c:5]([CH2:6][N:7]2[CH:8]3[CH:9]4[CH2:10][CH2:11][CH:12]([CH:13]3[C:14]([OH:31])=[C:15]([C:18]3=[N:19][S:20](=[O:29])(=[O:30])[c:21]5[c:22]([cH:24][cH:25][c:26]([N:36]=[N+:37]=[N-:38])[cH:27]5)[NH:23]3)[C:16]2=[O:17])[CH2:32]4)[cH:33][cH:34]1. Starting materials: COC=1C=CC(=C(OCCCN2CCOCC2)C1)C=NCCC1=CC=CC=C1 (4-[3-[5-Methoxy-2-[[(2-phenylethyl)imino]methyl]phenoxy]propyl]morpholine), [BH4-].[Na+] (sodium borohydride). Run in CO (methanol). Product: COC=1C=CC(=C(OCCCN2CCOCC2)C1)CNCCC1=CC=CC=C1 (4-[3-[5-Methoxy-2-[[(2-phenylethyl)amino]methyl]phenoxy]propyl]morpholine). The yield is 77.8%. As a reaction SMILES: [CH3:1][O:2][C:3]1[CH:4]=[CH:5][C:6]([CH:19]=[N:20][CH2:21][CH2:22][C:23]2[CH:28]=[CH:27][CH:26]=[CH:25][CH:24]=2)=[C:7]([CH:18]=1)[O:8][CH2:9][CH2:10][CH2:11][N:12]1[CH2:17][CH2:16][O:15][CH2:14][CH2:13]1.[BH4-].[Na+]>CO>[CH3:1][O:2][C:3]1[CH:4]=[CH:5][C:6]([CH2:19][NH:20][CH2:21][CH2:22][C:23]2[CH:24]=[CH:25][CH:26]=[CH:27][CH:28]=2)=[C:7]([CH:18]=1)[O:8][CH2:9][CH2:10][CH2:11][N:12]1[CH2:17][CH2:16][O:15][CH2:14][CH2:13]1 |f:1.2|. Procedure: 4-[3-[5-Methoxy-2-[[(2-phenylethyl)imino]methyl]phenoxy]propyl]morpholine (33 g) is reduced with 9.8 g of sodium borohydride in 150 ml of methanol following the procedure described in Example 1C, yielding 25.8 g of the title compound, boiling point 249°-254° C. at 0.3-0.4 mm of Hg. Reactants: COc1cc(C2CC(=O)NC(C)=C2C(=O)Nc2ccc3[nH]nc(Br)c3c2)ccc1Cl, CCOC(C)=O, ClCCl, [Na+], [OH-], O. Product: CC1=C(C(=O)Nc2ccc3[nH]nc(Br)c3c2)C(c2ccc(Cl)c(O)c2)CC(=O)N1. Reaction SMILES: [Br:1][c:2]1[n:3][nH:4][c:5]2[cH:6][cH:7][c:8]([NH:11][C:12](=[O:13])[C:14]3=[C:15]([CH3:30])[NH:16][C:17](=[O:29])[CH2:18][CH:19]3[c:20]3[cH:21][c:22]([O:27][CH3:28])[c:23]([Cl:26])[cH:24][cH:25]3)[cH:9][c:10]12.[CH3:36][CH2:37][O:38][C:39]([CH3:40])=[O:41].[Cl:33][CH2:34][Cl:35].[Na+:32].[OH-:31].[OH2:42]>>[Br:1][c:2]1[n:3][nH:4][c:5]2[cH:6][cH:7][c:8]([NH:11][C:12](=[O:13])[C:14]3=[C:15]([CH3:30])[NH:16][C:17](=[O:29])[CH2:18][CH:19]3[c:20]3[cH:21][c:22]([OH:27])[c:23]([Cl:26])[cH:24][cH:25]3)[cH:9][c:10]12. Conditions: time 10 hour. The reactants are FC(C(=O)O)(F)F (trifluoroacetic acid), C(C)(C)(C)OC(=O)N1CCC(CC1)(C1=CC=CC=C1)C(=O)N1CCOCC1 (4-(Morpholin-4-ylcarbonyl)-4-phenyl-1-piperidinecarboxylic acid tert-butyl ester), [OH-].[Na+] (sodium hydroxide). The solvent is C(Cl)Cl (methylene chloride). Yields the product N1(CCOCC1)C(=O)C1(CCNCC1)C1=CC=CC=C1 (4-(morpholin-4-ylcarbonyl)-4-phenylpiperidine). The yield is 90.3%. RXN SMILES: C(OC([N:8]1[CH2:13][CH2:12][C:11]([C:20]([N:22]2[CH2:27][CH2:26][O:25][CH2:24][CH2:23]2)=[O:21])([C:14]2[CH:19]=[CH:18][CH:17]=[CH:16][CH:15]=2)[CH2:10][CH2:9]1)=O)(C)(C)C.FC(F)(F)C(O)=O.[OH-].[Na+]>C(Cl)Cl>[N:22]1([C:20]([C:11]2([C:14]3[CH:19]=[CH:18][CH:17]=[CH:16][CH:15]=3)[CH2:10][CH2:9][NH:8][CH2:13][CH2:12]2)=[O:21])[CH2:27][CH2:26][O:25][CH2:24][CH2:23]1 |f:2.3|. Reported procedure: 4-(Morpholin-4-ylcarbonyl)-4-phenyl-1-piperidinecarboxylic acid tert-butyl ester (907 mg) was dissolved in methylene chloride (6 ml) and trifluoroacetic acid (1 ml) was added thereto. The mixture was stirred at room temperature for 10 hr. After completion of the reaction, a 10% aqueous sodium hydroxide solution was added, and the mixture was extracted three times with methylene chloride. The organic layer was dried and the solvent was evaporated under reduced pressure to give 4-(morpholin-4-ylca... Starting materials: O=[N+]([O-])c1cnc2cc(Br)ccc2c1Cl, NCCN, CN(C)C=O. Yields the product NCCNc1c([N+](=O)[O-])cnc2cc(Br)ccc12. Reaction SMILES: [Br:1][c:2]1[cH:3][cH:4][c:5]2[c:6]([Cl:15])[c:7]([N+:12](=[O:13])[O-:14])[cH:8][n:9][c:10]2[cH:11]1.[NH2:16][CH2:17][CH2:18][NH2:19].[O:20]=[CH:21][N:22]([CH3:23])[CH3:24]>>[Br:1][c:2]1[cH:3][cH:4][c:5]2[c:6]([NH:16][CH2:17][CH2:18][NH2:19])[c:7]([N+:12](=[O:13])[O-:14])[cH:8][n:9][c:10]2[cH:11]1.